Task: describe an organic reaction: reactants, conditions, products, and yield. Dataset: the Open Reaction Database (ORD), a public repository of structured organic reaction records Reactants: [Si](C)(C)(C(C)(C)C)OCC[C@@H]1C=2C=3C(=NC=NC3SC2CC1)OC1CCC(CC1)(CC)NC(OC(C)(C)C)=O (tert-butyl N-(4-[[(3R)-3-[2-[(tert-butyldimethylsilyl)oxy]ethyl]-7-thia-9,11-diazatricyclo[6.4.0.0[2,6]]dodeca-1(8),2(6),9,11-tetraen-12-yl]oxy]-1-ethylcyclohexyl)carbamate), Cl (hydrochloric acid). Solvent: ClCCl (dichloromethane). Conditions: time 5 hour. The product is NC1(CCC(CC1)OC1=NC=NC=2SC=3CC[C@@H](C3C12)CCO)CC (2-[(3R)-12-[(4-amino-4-ethylcyclohexyl)oxy]-7-thia-9,11-diazatricyclo[6.4.0.0[2,6]]dodeca-1(8),2(6),9,11-tetraen-3-yl]ethan-1-ol). The yield is 79.0%. As a reaction SMILES: [Si]([O:8][CH2:9][CH2:10][C@H:11]1[CH2:22][CH2:21][C:20]2[S:19][C:18]3[N:17]=[CH:16][N:15]=[C:14]([O:23][CH:24]4[CH2:29][CH2:28][C:27]([NH:32]C(=O)OC(C)(C)C)([CH2:30][CH3:31])[CH2:26][CH2:25]4)[C:13]=3[C:12]1=2)(C(C)(C)C)(C)C.Cl>ClCCl>[NH2:32][C:27]1([CH2:30][CH3:31])[CH2:28][CH2:29][CH:24]([O:23][C:14]2[C:13]3[C:12]4[C@@H:11]([CH2:10][CH2:9][OH:8])[CH2:22][CH2:21][C:20]=4[S:19][C:18]=3[N:17]=[CH:16][N:15]=2)[CH2:25][CH2:26]1. Procedure details: Into a 25-mL round-bottom flask contained a solution of tert-butyl N-(4-[[(3R)-3-[2-[(tert-butyldimethylsilyl)oxy]ethyl]-7-thia-9,11-diazatricyclo[6.4.0.0[2,6]]dodeca-1(8),2(6),9,11-tetraen-12-yl]oxy]-1-ethylcyclohexyl)carbamate (240 mg, 0.42 mmol, 1.00 equiv) in dichloromethane (10 mL) was added hydrochloric acid (5 M, 1 mL) and the resulting solution was stirred for 5 hr at RT. The reaction was then quenched saturated aqueous sodium bicarbonate, extracted with 3×40 mL of dichloromethane. The c... Starting materials: [NH4+].[Cl-] (NH4Cl), COC(C1=C(C=CC(=C1)Cl)O)=O (5-Chloro-2-hydroxy-benzoic acid methyl ester), solution, C1(CCCCC1)[Mg]Cl (cyclohexylmagnesium chloride). Run in C1CCOC1 (THF), C1CCOC1 (THF). The product is ClC1=CC(=C(C=C1)O)C(O)(C1CCCCC1)C1CCCCC1 (4-Chloro-2-(dicyclohexyl-hydroxy-methyl)-phenol). Reaction SMILES: CO[C:3](=[O:12])[C:4]1[CH:9]=[C:8]([Cl:10])[CH:7]=[CH:6][C:5]=1[OH:11].[CH:13]1([Mg]Cl)[CH2:18][CH2:17][CH2:16][CH2:15][CH2:14]1.[NH4+].[Cl-]>C1COCC1>[Cl:10][C:8]1[CH:7]=[CH:6][C:5]([OH:11])=[C:4]([C:3]([CH:4]2[CH2:9][CH2:8][CH2:7][CH2:6][CH2:5]2)([CH:13]2[CH2:18][CH2:17][CH2:16][CH2:15][CH2:14]2)[OH:12])[CH:9]=1 |f:2.3|. Procedure details: To a solution of 7.0 g of 5-Chloro-2-hydroxy-benzoic acid methyl ester in 38 ml of THF, 115.5 ml of a solution of cyclohexylmagnesium chloride in THF (2 M) was added slowly at room temperature. The reaction mixture was then heated to reflux for 5 h. After cooling to room temperature it was hydrolyzed with ice. Saturated aqueous NH4Cl was added until the white precipitate was dissolved. The aqueous phase was extracted with ether. The combined organic layers were dried over MgSO4, filtered and con...